From a dataset of the Open Reaction Database (ORD), a public repository of structured organic reaction records. describe an organic reaction: reactants, conditions, products, and yield Starting materials: FC1=C(C=CC(=C1)F)N (2,4-difluorobenzenamine), BrC1=CC=2C=NN=C(C2N(C1=O)C)C1=C(C=C(C=C1)F)F (3-Bromo-8-(2,4-difluorophenyl)-1-methylpyrido[3,2-d]pyridazin-2(1H)-one), C1(=CC=CC=C1)P(C1=CC=CC=2C(C3=CC=CC(=C3OC12)P(C1=CC=CC=C1)C1=CC=CC=C1)(C)C)C1=CC=CC=C1 (4,5-bis(diphenylphosphino)-9,9-dimethylxanthene), C([O-])([O-])=O.[Cs+].[Cs+] (cesium carbonate). Reagents/catalysts: C(C)(=O)[O-].[Pd+2].C(C)(=O)[O-] (palladium (II) acetate). The solvent is C1(=CC=CC=C1)C (toluene). Conditions: temperature 110 celsius. Product: FC1=C(C=CC(=C1)F)C=1C2=C(C=NN1)C=C(C(N2C)=O)NC2=C(C=C(C=C2)F)F (8-(2,4-difluorophenyl)-3-(2,4-difluorophenylamino)-1-methylpyrido[3,2-d]pyridazin-2(1H)-one). As a reaction SMILES: Br[C:2]1[C:11](=[O:12])[N:10]([CH3:13])[C:9]2[C:8]([C:14]3[CH:19]=[CH:18][C:17]([F:20])=[CH:16][C:15]=3[F:21])=[N:7][N:6]=[CH:5][C:4]=2[CH:3]=1.C1(P(C2C=CC=CC=2)C2C3OC4C(=CC=CC=4P(C4C=CC=CC=4)C4C=CC=CC=4)C(C)(C)C=3C=CC=2)C=CC=CC=1.C(=O)([O-])[O-].[Cs+].[Cs+].[F:70][C:71]1[CH:76]=[C:75]([F:77])[CH:74]=[CH:73][C:72]=1[NH2:78]>C1(C)C=CC=CC=1.C([O-])(=O)C.[Pd+2].C([O-])(=O)C>[F:21][C:15]1[CH:16]=[C:17]([F:20])[CH:18]=[CH:19][C:14]=1[C:8]1[C:9]2[N:10]([CH3:13])[C:11](=[O:12])[C:2]([NH:78][C:72]3[CH:73]=[CH:74][C:75]([F:77])=[CH:76][C:71]=3[F:70])=[CH:3][C:4]=2[CH:5]=[N:6][N:7]=1 |f:2.3.4,7.8.9|. Procedure: To a suspension of 3-bromo-8-(2,4-difluorophenyl)-1-methylpyrido[3,2-d]pyridazin-2(1H)-one (8) (60.0 mg, 0.170 mmol) in toluene (2 mL) was added palladium (II) acetate (1.91 mg, 0.00852 mmol), 4,5-bis(diphenylphosphino)-9,9-dimethylxanthene (Xantphos) (9.86 mg, 0.0170 mmol) and cesium carbonate (83.3 mg, 0.256 mmol) followed by 2,4-difluorobenzenamine (0.0260 mL, 0.256 mmol). The reaction mixture was stirred and heated in a microwave at 110° C. for 75 min and then cooled to RT to afford a suspen... The reactants are [OH-].[Ca+2].[OH-] (calcium hydroxide), C(C)OC(=O)C(CS(=O)(=O)C(CNC(OC(C)(C)C)=O)(C)C)CC1=CC=CC=C1 (tert-butyl [2-[[(RS)-2-(ethoxycarbonyl)-3-phenylpropyl]sulphonyl]-2-methylpropyl]carbamate), O (water). Solvent: C(C)O (ethanol). RXN SMILES: [OH-].[Ca+2].[OH-].[CH2:4]([O:6][C:7]([CH:9]([CH2:26][C:27]1[CH:32]=[CH:31][CH:30]=[CH:29][CH:28]=1)[CH2:10][S:11]([C:14]([CH3:25])([CH3:24])[CH2:15][NH:16][C:17](=[O:23])[O:18][C:19]([CH3:22])([CH3:21])[CH3:20])(=[O:13])=[O:12])=[O:8])[CH3:5].O>C(O)C>[C:19]([O:18][C:17]([NH:16][CH2:15][C:14]([S:11]([CH2:10][C@H:9]([CH2:26][C:27]1[CH:28]=[CH:29][CH:30]=[CH:31][CH:32]=1)[C:7]([O:6][CH2:4][CH3:5])=[O:8])(=[O:12])=[O:13])([CH3:25])[CH3:24])=[O:23])([CH3:20])([CH3:21])[CH3:22] |f:0.1.2|. Reported procedure: A 0.039N calcium hydroxide solution is added while stirring to a mixture of 1.75 g (4.1 mmol) of tert-butyl [2-[[(RS)-2-(ethoxycarbonyl)-3-phenylpropyl]sulphonyl]-2-methylpropyl]carbamate and 70 mg of α-chymotrypsin in 5 ml of ethanol and 250 ml of water in such a manner that the pH value is maintained at 7.5. When calcium hydroxide is no longer consumed, the working-up of the reaction mixture is effected by extracting the aqueous solution twice with 50 ml of ethyl acetate each time. The combine... Yield: 49.1%. The product is C(C)(C)(C)OC(=O)NCC(C)(C)S(=O)(=O)C[C@@H](C(=O)OCC)CC1=CC=CC=C1 (ethyl (R)-α-[[[2-(1-tert-butoxyformamido)-1,1-dimethylethyl]sulphonyl]methyl]hydrocinnamate). Starting materials: NC1=NC=2C=C(C=NC2C2=C1N=C(N2CC(C)(O)C)COCC)Br (1-[4-amino-7-bromo-2-(ethoxymethyl)-1H-imidazo[4,5-c][1,5]naphthyridin-1-yl]-2-methylpropan-2-ol), OCC=1C=C(C=CC1)B(O)O (3-(hydroxymethyl)benzeneboronic acid), C([O-])([O-])=O.[K+].[K+] (potassium carbonate), COCCOC (DME). The reagents and catalysts are Cl[Pd]([P](C1=CC=CC=C1)(C2=CC=CC=C2)C3=CC=CC=C3)([P](C4=CC=CC=C4)(C5=CC=CC=C5)C6=CC=CC=C6)Cl (dichlorobis(triphenylphosphine)palladium(II)). Solvent: O (water). Reaction conditions: temperature 110 celsius. Yields the product NC1=NC=2C=C(C=NC2C2=C1N=C(N2CC(C)(O)C)COCC)C2=CC(=CC=C2)CO (1-{4-amino-2-(ethoxymethyl)-7-[3-(hydroxymethyl)phenyl]-1H-imidazo[4,5-c][1,5]naphthyridin-1-yl]-2-methylpropan-2-ol). Yield: 35.5%. Reaction SMILES: [NH2:1][C:2]1[C:11]2[N:12]=[C:13]([CH2:20][O:21][CH2:22][CH3:23])[N:14]([CH2:15][C:16]([CH3:19])([OH:18])[CH3:17])[C:10]=2[C:9]2[N:8]=[CH:7][C:6](Br)=[CH:5][C:4]=2[N:3]=1.[OH:25][CH2:26][C:27]1[CH:28]=[C:29](B(O)O)[CH:30]=[CH:31][CH:32]=1.C(=O)([O-])[O-].[K+].[K+].COCCOC>Cl[Pd](Cl)([P](C1C=CC=CC=1)(C1C=CC=CC=1)C1C=CC=CC=1)[P](C1C=CC=CC=1)(C1C=CC=CC=1)C1C=CC=CC=1.O>[NH2:1][C:2]1[C:11]2[N:12]=[C:13]([CH2:20][O:21][CH2:22][CH3:23])[N:14]([CH2:15][C:16]([CH3:19])([OH:18])[CH3:17])[C:10]=2[C:9]2[N:8]=[CH:7][C:6]([C:31]3[CH:30]=[CH:29][CH:28]=[C:27]([CH2:26][OH:25])[CH:32]=3)=[CH:5][C:4]=2[N:3]=1 |f:2.3.4,^1:50,69|. Procedure details: A suspension of 1-[4-amino-7-bromo-2-(ethoxymethyl)-1H-imidazo[4,5-c][1,5]naphthyridin-1-yl]-2-methylpropan-2-ol (1.2 g, 3.0 mmol), 3-(hydroxymethyl)benzeneboronic acid (0.555 g, 3.65 mmol), potassium carbonate (1.4 g, 10.0 mmol), dichlorobis(triphenylphosphine)palladium(II)(0.021 g, 0.030 mmol), DME (13 mL), and water (7 mL) was stirred under a nitrogen atmosphere in a pressure vessel. The vessel was then sealed and heated at 110° C. for 16.5 hours and allowed to cool to room temperature. The v... Reactants: CC(=O)O, Cl[Cu], Cl, O=N[O-], Nc1ccc2cc(C(=O)O)ccc2c1, [Na+], O, O=S(=O)(O)O. Product: O=C(O)c1ccc2cc(Cl)ccc2c1. RXN SMILES: [CH3:26][C:27](=[O:28])[OH:29].[Cl:30][Cu:31].[ClH:25].[N:1]([O-:2])=[O:3].[NH2:10][c:11]1[cH:12][c:13]2[cH:14][cH:15][c:16]([C:21](=[O:22])[OH:23])[cH:17][c:18]2[cH:19][cH:20]1.[Na+:4].[OH2:24].[S:5](=[O:6])(=[O:7])([OH:8])[OH:9]>>[c:11]1([Cl:25])[cH:12][c:13]2[cH:14][cH:15][c:16]([C:21](=[O:22])[OH:23])[cH:17][c:18]2[cH:19][cH:20]1. Reactants: CC([O-])=S, CS(C)=O, ClCc1cccc2nnsc12, [K+]. Product: CC(=O)SCc1cccc2nnsc12. Reaction SMILES: [C:1]([CH3:2])(=[S:3])[O-:4].[CH3:17][S:18](=[O:19])[CH3:20].[Cl:6][CH2:7][c:8]1[cH:9][cH:10][cH:11][c:12]2[n:13][n:14][s:15][c:16]12.[K+:5]>>[C:1]([CH3:2])([S:3][CH2:7][c:8]1[cH:9][cH:10][cH:11][c:12]2[n:13][n:14][s:15][c:16]12)=[O:4]. The reactants are CO, [Na+], O=C([O-])O, O=C(O)c1ncccc1O, O=S(=O)(O)O. Product: COC(=O)c1ncccc1O. RXN SMILES: [CH3:21][OH:22].[Na+:16].[OH:17][C:18](=[O:19])[O-:20].[OH:1][c:2]1[c:3]([C:8](=[O:9])[OH:10])[n:4][cH:5][cH:6][cH:7]1.[S:11](=[O:12])(=[O:13])([OH:14])[OH:15]>>[OH:1][c:2]1[c:3]([C:8](=[O:9])[O:10][CH3:18])[n:4][cH:5][cH:6][cH:7]1.